From a dataset of the Open Reaction Database (ORD), a public repository of structured organic reaction records. describe an organic reaction: reactants, conditions, products, and yield Starting materials: C1(=CC=CC=C1)C1=NC2=CC=CC=C2C(=N1)C(=O)OCC (ethyl 2-phenylquinazoline-4-carboxylate), C(CCC)[Li] (butyllithium), O1CCCC1 (tetrahydrofuran), N1CCCCCC1 (2,3,4,5,6,7-hexahydroazepine), solution. Solvent: CCCCCC (hexane). The product is C1(=CC=CC=C1)C1=NC2=CC=CC=C2C(=N1)C(=O)N1CCCCCC1 (2,3,4,5,6,7-hexahydro-1-[(2-phenylquinazolin-4-yl)-carbonyl]-azepine). As a reaction SMILES: [C:1]1([C:7]2[N:16]=[C:15]([C:17]([O:19]CC)=O)[C:14]3[C:9](=[CH:10][CH:11]=[CH:12][CH:13]=3)[N:8]=2)[CH:6]=[CH:5][CH:4]=[CH:3][CH:2]=1.[NH:22]1[CH2:28][CH2:27][CH2:26][CH2:25][CH2:24][CH2:23]1.C([Li])CCC.O1CCCC1>CCCCCC>[C:1]1([C:7]2[N:16]=[C:15]([C:17]([N:22]3[CH2:28][CH2:27][CH2:26][CH2:25][CH2:24][CH2:23]3)=[O:19])[C:14]3[C:9](=[CH:10][CH:11]=[CH:12][CH:13]=3)[N:8]=2)[CH:2]=[CH:3][CH:4]=[CH:5][CH:6]=1. Procedure: The procedure of Example 24 is followed using ethyl 2-phenylquinazoline-4-carboxylate (3 g), 2,3,4,5,6,7-hexahydroazepine (2.8 ml), a 1.6M solution of butyllithium in hexane (15 ml), and tetrahydrofuran (20 ml) as the starting materials. After recrystallisation from ethanol, 2,3,4,5,6,7-hexahydro-1-[(2-phenylquinazolin-4-yl)-carbonyl]-azepine (2 g), melting at 140° C., is obtained. Reactants: C(CCCCCCCCC)(=O)O (n-decanoic acid), [N+](=O)([O-])[O-].[Ag+] (silver nitrate), C(CCCCCCCCC)(=O)[O-].[Na+] (sodium n-decanoate), [OH-].[Na+] (sodium hydroxide), C(CCCCCCCCC)(=O)[O-].[Na+] (sodium n-decanoate). The solvent is O (water), O (water). Reaction conditions: temperature 60 celsius. Yields the product C(CCCCCCCCC)(=O)[O-].[Ag+] (silver n-decanoate). Reaction SMILES: [C:1]([OH:12])(=[O:11])[CH2:2][CH2:3][CH2:4][CH2:5][CH2:6][CH2:7][CH2:8][CH2:9][CH3:10].[OH-].[Na+].C([O-])(=O)CCCCCCCCC.[Na+].[N+]([O-])([O-])=O.[Ag+:32]>O>[C:1]([O-:12])(=[O:11])[CH2:2][CH2:3][CH2:4][CH2:5][CH2:6][CH2:7][CH2:8][CH2:9][CH3:10].[Ag+:32] |f:1.2,3.4,5.6,8.9|. Procedure: First, silver n-decanoate was prepared by the known procedure. Thus, commercial n-decanoic acid and sodium hydroxide were put in pure water and dissolved under heating at 60° C. to prepare sodium n-decanoate. Separately, an equivalent of silver nitrate was dissolved in pure water and the resulting solution was added to the above aqueous solution of sodium n-decanoate. The silver n-decanoate precipitating out was recovered with a suction filter and dried in a dryer.